Dataset: the Open Reaction Database (ORD), a public repository of structured organic reaction records. Task: describe an organic reaction: reactants, conditions, products, and yield The reactants are BrC1=CC(=C(OCC(=O)O)C(=C1)C)C (2-(4-bromo-2,6-dimethylphenoxy)acetic acid), NC=1C=CC(=C(CNC(OCC2=CC=CC=C2)=O)C1)S(=O)(=O)CC (Benzyl 5-amino-2-(ethylsulfonyl)benzylcarbamate), O=P(Cl)(Cl)Cl (POCl3). Run in N1=CC=CC=C1 (pyridine). Conditions: time 20 minute. The product is BrC1=CC(=C(OCC(=O)NC=2C=CC(=C(CNC(OCC3=CC=CC=C3)=O)C2)S(=O)(=O)CC)C(=C1)C)C (benzyl 5-(2-(4-bromo-2,6-dimethylphenoxy)acetamido)-2-(ethylsulfonyl)benzylcarbamate). Isolated yield 97.6%. As a reaction SMILES: [Br:1][C:2]1[CH:12]=[C:11]([CH3:13])[C:5]([O:6][CH2:7][C:8]([OH:10])=O)=[C:4]([CH3:14])[CH:3]=1.[NH2:15][C:16]1[CH:17]=[CH:18][C:19]([S:34]([CH2:37][CH3:38])(=[O:36])=[O:35])=[C:20]([CH:33]=1)[CH2:21][NH:22][C:23](=[O:32])[O:24][CH2:25][C:26]1[CH:31]=[CH:30][CH:29]=[CH:28][CH:27]=1.O=P(Cl)(Cl)Cl>N1C=CC=CC=1>[Br:1][C:2]1[CH:3]=[C:4]([CH3:14])[C:5]([O:6][CH2:7][C:8]([NH:15][C:16]2[CH:17]=[CH:18][C:19]([S:34]([CH2:37][CH3:38])(=[O:36])=[O:35])=[C:20]([CH:33]=2)[CH2:21][NH:22][C:23](=[O:32])[O:24][CH2:25][C:26]2[CH:31]=[CH:30][CH:29]=[CH:28][CH:27]=2)=[O:10])=[C:11]([CH3:13])[CH:12]=1. Procedure details: To a solution of 79A (100 mg, 0.386 mmol) and 28A (148 mg, 0.386 mmol) in 2 mL pyridine at −15° C., was added POCl3 (0.040 mL, 0.425 mmol), dropwise. The mixture was stirred at this temperature for 20 min, then was quenched with water. The mixture was diluted with EtOAc, washed with water (2×), 1N HCl, water, sat. NaHCO3 and brine, dried (Na2SO4) and concentrated. The crude product was purified by flash chromatography to afford 222 mg (98%) of 79B as a colorless oil. MS (ESI) m/z 589.2 (M+H)+. Reactants: OC1C(CCC1)(C(=O)OCC)CC (Ethyl 2-hydroxy-1-ethyl-cyclopentane carboxylate), C(Cl)Cl (methylene chloride), CC1=C(C(=O)Cl)C=CC=C1 (2-methyl-benzoyl chloride). Run in N1=CC=CC=C1 (pyridine). Run at time 12 hour. The product is C(C)C1(C(CCC1)OC(C1=C(C=CC=C1)C)=O)C(=O)OCC (Ethyl 1-ethyl-2-o-methylbenzoyloxy-cyclopentane carboxylate). RXN SMILES: [OH:1][CH:2]1[CH2:6][CH2:5][CH2:4][C:3]1([CH2:12][CH3:13])[C:7]([O:9][CH2:10][CH3:11])=[O:8].C(Cl)Cl.[CH3:17][C:18]1[CH:26]=[CH:25][CH:24]=[CH:23][C:19]=1[C:20](Cl)=[O:21]>N1C=CC=CC=1>[CH2:12]([C:3]1([C:7]([O:9][CH2:10][CH3:11])=[O:8])[CH2:4][CH2:5][CH2:6][CH:2]1[O:1][C:20](=[O:21])[C:19]1[CH:23]=[CH:24][CH:25]=[CH:26][C:18]=1[CH3:17])[CH3:13]. Procedure details: Ethyl 2-hydroxy-1-ethyl-cyclopentane carboxylate (4.90 g) was diluted using 60 ml of methylene chloride. At room temperature and with magnetic stirring, pyridine (3.22 ml) was slowly added, then 2-methyl-benzoyl chloride (5.28 ml) was dropwise added. Upon the completion of the addition, the reaction was continued for 12 hours. Then solvent was removed, and the residue was extracted using ethyl acetate and water. Organic layer was washed, in turn, using 10% hydrochloric acid aqueous solution to p... Reactants: C(C)OC(CC#N)=O (ethylcyanoacetate), [NH4+].[Cl-] (NH4Cl), [N-]=[N+]=[N-].[Na+] (sodium azide). Solvent: CN(C=O)C (dimethylformamide). Conditions: temperature 100 celsius. Yields the product C(C)OC(CC1=NN=NN1)=O (Tetrazoleacetic acid ethyl ester). RXN SMILES: [CH2:1]([O:3][C:4](=[O:8])[CH2:5][C:6]#[N:7])[CH3:2].[NH4+].[Cl-].[N-:11]=[N+:12]=[N-:13].[Na+]>CN(C)C=O>[CH2:1]([O:3][C:4](=[O:8])[CH2:5][C:6]1[NH:13][N:12]=[N:11][N:7]=1)[CH3:2] |f:1.2,3.4|. Procedure: To a solution of ethylcyanoacetate (20.0 g, 0.177 mol) in dimethylformamide (DMF) (180 mL) was added NH4Cl (10.4 g, 0.19 mol) and sodium azide (12.6 g, 0.19 mol) sequentially. The mixture was heated for 5 hours at 100° C., allowed to cool, and the DMF removed in vacuo. The residue was taken up in water (150 mL), acidified to pH 2 with concentrated HCl, and filtered. The filtrate was cooled to 5° C. and allowed to crystallize. The solid was filtered, dried in vacuo over self-indicating silica gel... Starting materials: Cl.ClC1=CC=C2C(=CC=NC2=C1)NC1=CC=C(C(=O)Cl)C=C1 (4-(7-Chloro-4-quinolylamino)benzoyl chloride hydrochloride), CN(CCCCNCCC)C (1 -dimethylamino-4-propylaminobutane). Product: ClC1=CC=C2C(=CC=NC2=C1)NC1=CC=C(C(=O)N(CCC)CCCCN(C)C)C=C1 (4-(7-Chloro-4-quinolylamino)-N-(4-dimethylaminobutyl)-N-propyl-benzamide). Reaction SMILES: Cl.[Cl:2][C:3]1[CH:12]=[C:11]2[C:6]([C:7]([NH:13][C:14]3[CH:22]=[CH:21][C:17]([C:18](Cl)=[O:19])=[CH:16][CH:15]=3)=[CH:8][CH:9]=[N:10]2)=[CH:5][CH:4]=1.[CH3:23][N:24]([CH3:33])[CH2:25][CH2:26][CH2:27][CH2:28][NH:29][CH2:30][CH2:31][CH3:32]>>[Cl:2][C:3]1[CH:12]=[C:11]2[C:6]([C:7]([NH:13][C:14]3[CH:22]=[CH:21][C:17]([C:18]([N:29]([CH2:28][CH2:27][CH2:26][CH2:25][N:24]([CH3:33])[CH3:23])[CH2:30][CH2:31][CH3:32])=[O:19])=[CH:16][CH:15]=3)=[CH:8][CH:9]=[N:10]2)=[CH:5][CH:4]=1 |f:0.1|. Procedure: 4-(7-Chloro-4-quinolylamino)benzoyl chloride hydrochloride is reacted with 1 -dimethylamino-4-propylaminobutane in a similar manner to Example 1 to give the title compound.